From a dataset of the Open Reaction Database (ORD), a public repository of structured organic reaction records. describe an organic reaction: reactants, conditions, products, and yield Starting materials: BrCCBr, [Cl-], [Mg], [NH4+], C1CCOC1, O=C(CNS(=O)(=O)c1ccccc1)c1ccc(OCc2ccccc2)cc1, Ic1ccccc1. Product: O=S(=O)(NCC(O)(c1ccccc1)c1ccc(OCc2ccccc2)cc1)c1ccccc1. Reaction SMILES: [Br:2][CH2:3][CH2:4][Br:5].[Cl-:40].[Mg:1].[NH4+:41].[O:42]1[CH2:43][CH2:44][CH2:45][CH2:46]1.[c:13]1([S:19](=[O:20])(=[O:21])[NH:22][CH2:23][C:24](=[O:25])[c:26]2[cH:27][cH:28][c:29]([O:32][CH2:33][c:34]3[cH:35][cH:36][cH:37][cH:38][cH:39]3)[cH:30][cH:31]2)[cH:14][cH:15][cH:16][cH:17][cH:18]1.[c:6]1([I:12])[cH:7][cH:8][cH:9][cH:10][cH:11]1>>[c:6]1([C:24]([CH2:23][NH:22][S:19]([c:13]2[cH:14][cH:15][cH:16][cH:17][cH:18]2)(=[O:20])=[O:21])([OH:25])[c:26]2[cH:27][cH:28][c:29]([O:32][CH2:33][c:34]3[cH:35][cH:36][cH:37][cH:38][cH:39]3)[cH:30][cH:31]2)[cH:7][cH:8][cH:9][cH:10][cH:11]1. Starting materials: O=C([O-])O, CCOC(=O)c1ccc2nc(Cc3ccccc3)[nH]c2c1, CN(C)C=O, CCOC(C)=O, Clc1ccccc1CBr, [Na+], O. Product: CCOC(=O)c1ccc2c(c1)nc(Cc1ccccc1)n2Cc1ccccc1Cl. As a reaction SMILES: [C:15](=[O:16])([OH:17])[O-:18].[CH2:20]([c:21]1[cH:22][cH:23][cH:24][cH:25][cH:26]1)[c:27]1[nH:28][c:29]2[c:30]([n:31]1)[cH:32][cH:33][c:34]([C:36](=[O:37])[O:38][CH2:39][CH3:40])[cH:35]2.[CH3:1][N:2]([CH3:3])[CH:4]=[O:5].[CH3:42][CH2:43][O:44][C:45](=[O:46])[CH3:47].[Cl:6][c:7]1[c:8]([CH2:9][Br:10])[cH:11][cH:12][cH:13][cH:14]1.[Na+:19].[OH2:41]>>[Cl:6][c:7]1[c:8]([CH2:9][n:31]2[c:27]([CH2:20][c:21]3[cH:22][cH:23][cH:24][cH:25][cH:26]3)[n:28][c:29]3[c:30]2[cH:32][cH:33][c:34]([C:36](=[O:37])[O:38][CH2:39][CH3:40])[cH:35]3)[cH:11][cH:12][cH:13][cH:14]1. Reactants: [BH4-], Brc1cccc(Br)n1, CCOCC(=O)N(CC)Cc1ccccc1, [Li]CCCC, C1CCOC1, [Na+]. Yields the product CCOCC(O)c1cccc(Br)n1. As a reaction SMILES: [BH4-:30].[Br:6][c:7]1[n:8][c:9]([Br:13])[cH:10][cH:11][cH:12]1.[CH2:14]([N:15]([CH2:16][c:23]1[cH:24][cH:25][cH:26][cH:27][cH:28]1)[C:17]([CH2:18][O:19][CH2:20][CH3:21])=[O:22])[CH3:29].[CH2:1]([Li:2])[CH2:3][CH2:4][CH3:5].[CH2:32]1[O:33][CH2:34][CH2:35][CH2:36]1.[Na+:31]>>[c:7]1([CH:17]([CH2:18][O:19][CH2:20][CH3:21])[OH:22])[n:8][c:9]([Br:13])[cH:10][cH:11][cH:12]1. Reaction conditions: temperature 50 celsius. Product: C(=O)(OC(C)(C)C)NC(CCSC(CCl)(F)F)C(=O)O (N-Boc-S-(2-chloro-1,1-difluoroethyl)-D,L-homocysteine). Reaction SMILES: [C:1]([NH:8][CH:9]([C:13]([OH:15])=[O:14])[CH2:10][CH2:11][SH:12])([O:3][C:4]([CH3:7])([CH3:6])[CH3:5])=[O:2].Cl[C:17]([F:21])([F:20])[CH2:18][Cl:19]>[OH-].[Na+].CN(C=O)C>[C:1]([NH:8][CH:9]([C:13]([OH:15])=[O:14])[CH2:10][CH2:11][S:12][C:17]([F:21])([F:20])[CH2:18][Cl:19])([O:3][C:4]([CH3:7])([CH3:6])[CH3:5])=[O:2] |f:2.3|. Procedure details: Ex-18a) A solution of N-Boc-D,L-homocysteine (5 mmol) in NaOH (5 mL, 2N) was slowly added to a stirred solution of 1,2-dichloro-1,1-difluoroethane (5 mmol) in DMF. The resulting solution was then warmed to 50° C. for 16 hours. The reaction solution was then poured onto EtOAc and extracted with citric acid (5%) and brine, dried (Na2SO4) and concentrated in vacuo. The material was purified by flash column chromatography to yield N-Boc-S-(2-chloro-1,1-difluoroethyl)-D,L-homocysteine. Example 18 is ... Reactants: C(=O)(OC(C)(C)C)NC(CCS)C(=O)O (N-Boc-D,L-homocysteine), ClC(CCl)(F)F (1,2-dichloro-1,1-difluoroethane). Solvent: [OH-].[Na+] (NaOH), CN(C)C=O (DMF).